Task: describe an organic reaction: reactants, conditions, products, and yield. Dataset: the Open Reaction Database (ORD), a public repository of structured organic reaction records Starting materials: Cc1cc(Br)c(N)c(Br)c1, C1COCCO1, CCOCC, N#Cc1ccc(Nc2nccc(Cl)n2)cc1, Cl. The product is Cc1cc(Br)c(Nc2ccnc(Nc3ccc(C#N)cc3)n2)c(Br)c1. Reaction SMILES: [Br:17][c:18]1[c:19]([NH2:26])[c:20]([Br:25])[cH:21][c:22]([CH3:24])[cH:23]1.[CH2:33]1[O:34][CH2:35][CH2:36][O:37][CH2:38]1.[CH3:28][CH2:29][O:30][CH2:31][CH3:32].[Cl:1][c:2]1[n:3][c:4]([NH:8][c:9]2[cH:10][cH:11][c:12]([C:13]#[N:14])[cH:15][cH:16]2)[n:5][cH:6][cH:7]1.[ClH:27]>>[c:2]1([NH:26][c:19]2[c:18]([Br:17])[cH:23][c:22]([CH3:24])[cH:21][c:20]2[Br:25])[n:3][c:4]([NH:8][c:9]2[cH:10][cH:11][c:12]([C:13]#[N:14])[cH:15][cH:16]2)[n:5][cH:6][cH:7]1. Starting materials: CCOC(OCC)P(=O)(CC(C#N)Cc1ccccc1)OCC, CCO, [H][H], N. Product: CCOC(OCC)P(=O)(CC(CN)Cc1ccccc1)OCC. Reaction SMILES: [CH2:1]([c:2]1[cH:3][cH:4][cH:5][cH:6][cH:7]1)[CH:8]([CH2:9][P:10]([O:11][CH2:12][CH3:13])(=[O:14])[CH:15]([O:16][CH2:17][CH3:18])[O:19][CH2:20][CH3:21])[C:22]#[N:23].[CH3:27][CH2:28][OH:29].[H:25][H:26].[NH3:24]>>[CH2:1]([c:2]1[cH:3][cH:4][cH:5][cH:6][cH:7]1)[CH:8]([CH2:9][P:10]([O:11][CH2:12][CH3:13])(=[O:14])[CH:15]([O:16][CH2:17][CH3:18])[O:19][CH2:20][CH3:21])[CH2:22][NH2:23]. Reactants: O (water), C1=C(C(=CC2=CC=CC=C12)C=O)C=O (2,3-Naphthalenedicarboxaldehyde), C1(=CC=CC=C1)[Mg]Br (phenylmagnesium bromide). Solvent: O1CCCC1 (tetrahydrofuran), O1CCCC1 (tetrahydrofuran). The product is C1(=CC=CC=C1)C(O)C1=CC2=CC=CC=C2C=C1C(C1=CC=CC=C1)O (2,3-bis(1-phenyl-1-hydroxymethyl)naphthalene). Isolated yield 86.6%. Reaction SMILES: [CH:1]1[C:10]2[C:5](=[CH:6][CH:7]=[CH:8][CH:9]=2)[CH:4]=[C:3]([CH:11]=[O:12])[C:2]=1[CH:13]=[O:14].[C:15]1([Mg]Br)[CH:20]=[CH:19][CH:18]=[CH:17][CH:16]=1.O>O1CCCC1>[C:15]1([CH:13]([C:2]2[C:3]([CH:11]([OH:12])[C:1]3[CH:10]=[CH:5][CH:4]=[CH:3][CH:2]=3)=[CH:4][C:5]3[C:10](=[CH:9][CH:8]=[CH:7][CH:6]=3)[CH:1]=2)[OH:14])[CH:20]=[CH:19][CH:18]=[CH:17][CH:16]=1. Procedure details: 2,3-Naphthalenedicarboxaldehyde (10.0 g) in dry tetrahydrofuran (100ml) was added to phenylmagnesium bromide [derived from bromobenzene (53 g) and magnesium (8 g)] in dry tetrahydrofuran (500 ml) over 1 hr. and the solution was refluxed for a further 3 hr. On cooling, water (500 ml) was added and the ethereal layer was decanted. The aqueous slurry was washed with ether (4 × 500 ml) and the combined ethereal extracts were dried (magnesium sulphate) and evaporated to dryness. The residue was purif... The reactants are ClC=1C=C2C=CC(=NC2=CC1C)C1=CC=CC=C1 (6-chloro-7-methyl-2-phenylquinoline), CC(C)(C#N)N=NC(C)(C)C#N (AIBN), C1CC(=O)N(C1=O)Br (NBS), C(=O)(O)[O-].[Na+] (NaHCO3). Solvent: C(Cl)(Cl)(Cl)Cl (CCl4), O (Water). Reaction conditions: temperature 90 celsius, time 3 hour. Product: ClC=1C=C2C=CC(=NC2=CC1C=O)C1=CC=CC=C1 (6-chloro-2-phenylquinoline-7-carbaldehyde). As a reaction SMILES: [Cl:1][C:2]1[CH:3]=[C:4]2[C:9](=[CH:10][C:11]=1[CH3:12])[N:8]=[C:7]([C:13]1[CH:18]=[CH:17][CH:16]=[CH:15][CH:14]=1)[CH:6]=[CH:5]2.CC(N=NC(C#N)(C)C)(C#N)C.C1C(=O)N(Br)C(=[O:34])C1.C([O-])(O)=O.[Na+]>O.C(Cl)(Cl)(Cl)Cl>[Cl:1][C:2]1[CH:3]=[C:4]2[C:9](=[CH:10][C:11]=1[CH:12]=[O:34])[N:8]=[C:7]([C:13]1[CH:14]=[CH:15][CH:16]=[CH:17][CH:18]=1)[CH:6]=[CH:5]2 |f:3.4|. Reported procedure: The CCl4 (45 ml) solution of 6-chloro-7-methyl-2-phenylquinoline (753.3 mg, 2.969 mmol), AIBN (48.8 mg, 0.1 eq.) and NBS (898.4 mg, 1.7 eq.) was heated at 80° C. under N2 for 8 h. After that time, the reaction mixture was concentrated in vacuo and the residue was dissolved in EtOAc (60 ml), washed successively with H2O (30 mL), saturated NaS2O3(30 mL), H2O (30 mL), and brine (30 mL). The organic extract was then dried (MgSO4), filtered and concentrated in vacuo. The residue was dissolved in DMSO... Reactants: O1[C@@H](C=CC1)[C@H](CNC(OCC1=CC=CC=C1)=O)C(F)F (benzyl (S)-2-((S)-2,5-dihydrofuran-2-yl)-3,3-difluoropropylcarbamate), FC(C(=O)C)(F)F (1,1,1-trifluoroacetone), C([O-])([O-])=O.[Na+].[Na+] (sodium carbonate), OOS(=O)[O-].[K+] (OXONE). The reagents and catalysts are C(CN(CC(=O)O)CC(=O)[O-])N(CC(=O)O)CC(=O)[O-].[Na+].[Na+] (Na2.EDTA). The solvent is C(C)#N (acetonitrile), O (water). Run at time 25 minute. Product: [C@H]12[C@H](OC[C@@H]2O1)[C@H](CNC(OCC1=CC=CC=C1)=O)C(F)F (benzyl (S)-2-((1R,2R,5S)-3,6-dioxabicyclo[3.1.0]hexan-2-yl)-3,3-difluoropropylcarbamate). The yield is 123.8%. As a reaction SMILES: [O:1]1[CH2:5][CH:4]=[CH:3][C@H:2]1[C@@H:6]([CH:19]([F:21])[F:20])[CH2:7][NH:8][C:9](=[O:18])[O:10][CH2:11][C:12]1[CH:17]=[CH:16][CH:15]=[CH:14][CH:13]=1.FC(F)(F)C(C)=[O:25].C(=O)([O-])[O-].[Na+].[Na+].OOS([O-])=O.[K+]>C(#N)C.O.C(N(CC([O-])=O)CC(O)=O)CN(CC([O-])=O)CC(O)=O.[Na+].[Na+]>[C@H:3]12[O:25][C@H:4]1[CH2:5][O:1][C@@H:2]2[C@@H:6]([CH:19]([F:20])[F:21])[CH2:7][NH:8][C:9](=[O:18])[O:10][CH2:11][C:12]1[CH:17]=[CH:16][CH:15]=[CH:14][CH:13]=1 |f:2.3.4,5.6,9.10.11|. Reported procedure: To a solution of alkene (104b) (147 mg, 0.49 mmol) in acetonitrile (3.6 mL) and aqueous Na2.EDTA (0.04 mmol solution, 3.6 mL) at 0° C. was added 1,1,1-trifluoroacetone (0.53 mL, 5.9 mmol). To this solution was added in portions a mixture of sodium carbonate (0.352 g, 4.2 mmol) and OXONE® (0.942 g, 1.53 mmol) over a period of 1 hour. The mixture was stirred for 25 minutes then diluted with water (25 mL) and the product extracted into dichloromethane (3×25 mL). The combined organic layers were was...